Dataset: the Open Reaction Database (ORD), a public repository of structured organic reaction records. Task: describe an organic reaction: reactants, conditions, products, and yield Reactants: [Na+].[Na+].[N+](=O)([O-])C=1C=C(C(=O)NC2=C(C=3C=CC=C(C3C=C2)S(=O)(=O)[O-])S(=O)(=O)[O-])C=CC1 (2-(m-Nitrobenzamido)-1,5-naphthalenedisulfonic acid disodium salt), [H][H] (hydrogen). The reagents and catalysts are [Pd] (palladium on charcoal). The solvent is O (water). Product: [Na+].[Na+].NC=1C=C(C(=O)NC2=C(C=3C=CC=C(C3C=C2)S(=O)(=O)[O-])S(=O)(=O)[O-])C=CC1 (2-(m-Aminobenzamido)-1,5-naphthalenedisulfonic acid disodium salt). Reaction SMILES: [Na+:1].[Na+].[N+:3]([C:6]1[CH:7]=[C:8]([CH:30]=[CH:31][CH:32]=1)[C:9]([NH:11][C:12]1[CH:21]=[CH:20][C:19]2[C:18]([S:22]([O-:25])(=[O:24])=[O:23])=[CH:17][CH:16]=[CH:15][C:14]=2[C:13]=1[S:26]([O-:29])(=[O:28])=[O:27])=[O:10])([O-])=O.[H][H]>[Pd].O>[Na+:1].[Na+:1].[NH2:3][C:6]1[CH:7]=[C:8]([CH:30]=[CH:31][CH:32]=1)[C:9]([NH:11][C:12]1[CH:21]=[CH:20][C:19]2[C:18]([S:22]([O-:25])(=[O:24])=[O:23])=[CH:17][CH:16]=[CH:15][C:14]=2[C:13]=1[S:26]([O-:29])(=[O:28])=[O:27])=[O:10] |f:0.1.2,6.7.8|. Procedure: A mixture of 25.0 g of 2-(m-(nitrobenzamido)-1,5-naphthalenedisulfonic acid disodium salt (prepared as in Example 1), 250 ml of water and 2.0 g of 10% palladium on charcoal is hydrogenated in a Parr shaker for 31/2 hours at room temperature with an initial pressure of 42 pounds of hydrogen. During this time a total of 11.5 pounds of hydrogen is absorbed. The reactants are BrC=1C=C(C=CC1)C1=CC=CC=C1 (3-bromobiphenyl), CN(C=O)C (Dimethylformamide). Run in hexanes, C1CCOC1 (THF). Reaction conditions: temperature -78 celsius, time 40 minute. The product is C1(=CC=CC=C1)C=1C=C(C=O)C=CC1 (3-(Phenyl)benzaldehyde). The yield is 71.0%. Reaction SMILES: Br[C:2]1[CH:3]=[C:4]([C:8]2[CH:13]=[CH:12][CH:11]=[CH:10][CH:9]=2)[CH:5]=[CH:6][CH:7]=1.CN(C)[CH:16]=[O:17]>C1COCC1>[C:8]1([C:4]2[CH:3]=[C:2]([CH:7]=[CH:6][CH:5]=2)[CH:16]=[O:17])[CH:9]=[CH:10][CH:11]=[CH:12][CH:13]=1. Procedure details: A solution of 3-bromobiphenyl (Aldrich; 1 molar eq.) in dry THF was cooled to −78° C. and treated with tert-butyl]ithium (Aldrich; 1.7 M in hexanes, 2 molar eq.) in a dropwise manner. The reaction was allowed to stir at −78° C. for 40 minutes. Dimethylformamide (Aldrich; 2.5 molar eq.) was added and stirring continued an additional 20 minutes. The mixture was partitioned in a separatory funnel between methylene chloride and water. The organic layer was dried over Na2SO4, filtered, and concentrat... Run in CN(C=O)C (dimethylformamide), CO (methanol). Starting materials: C(CC(=O)C)(=O)OCC (ethyl acetoacetate), N1CCCCC1 (piperidine), Cl (hydrochloric acid), C(CCCCCCCCCCCCCCCCC)N (stearylamine), C(#N)CC(=O)OCC (ethyl cyanoacetate). Procedure: Into a 2 liter Erlenmeyer flask equipped with magnetic stirring was charged stearylamine (118 g, 0.44 mol; obtained from Sigma-Aldrich) and ethyl cyanoacetate (ECA, 45.2 grams, 0.4 mol). The mixture was heated to 120° C. for 90 minutes, after which ethyl acetoacetate (EAA, 114 grams, 0.88 mol), piperidine (PIP; 70 grams, 0.82 mol), and dimethylformamide (DMF; 140 milliliters) were added. The mixture was heated to 120° C. for 4 hours. The mixture was then allowed to cool to room temperature and w... Reaction conditions: temperature 120 celsius. Yield: 65.7%. Reaction SMILES: [CH2:1](N)[CH2:2][CH2:3][CH2:4][CH2:5][CH2:6][CH2:7][CH2:8][CH2:9][CH2:10][CH2:11][CH2:12][CH2:13][CH2:14][CH2:15][CH2:16][CH2:17][CH3:18].[C:20]([CH2:22][C:23]([O:25]CC)=O)#N.C(OCC)(=O)CC(C)=O.[NH:37]1CCC[CH2:39][CH2:38]1.Cl>CO.CN(C)C=O>[CH2:1]([C:22]1[C:23](=[O:25])[NH:37][CH:38]=[CH:39][CH:20]=1)[CH2:2][CH2:3][CH2:4][CH2:5][CH2:6][CH2:7][CH2:8][CH2:9][CH2:10][CH2:11][CH2:12][CH2:13][CH2:14][CH2:15][CH2:16][CH2:17][CH3:18]. The product is C(CCCCCCCCCCCCCCCCC)C=1C(NC=CC1)=O (Stearyl Pyridone). The reactants are ice water, [N+](=O)(O)[O-] (nitric acid), ClC=1C=C2NC(C(NC2=CC1CC)=O)=O (1,4-Dihydro-6-chloro-7-ethylquinoxalin-2,3-dione), 12h. Yields the product ClC=1C(=C2NC(C(NC2=CC1CC)=O)=O)[N+](=O)[O-] (1,4-dihydro-6-chloro-7-ethyl-5-nitroquinoxalin-2,3-dione), ClC1=C(C(=C2NC(C(NC2=C1)=O)=O)[N+](=O)[O-])CC (1,4-dihydro-7-chloro-6-ethyl-5-nitroquinoxalin-2,3-dione). Isolated yield 91.0%. RXN SMILES: [Cl:1][C:2]1[CH:3]=[C:4]2[C:9](=[CH:10][C:11]=1[CH2:12][CH3:13])[NH:8][C:7](=[O:14])[C:6](=[O:15])[NH:5]2.[N+:16]([O-:19])([OH:18])=[O:17]>>[Cl:1][C:2]1[C:3]([N+:16]([O-:18])=[O:17])=[C:4]2[C:9](=[CH:10][C:11]=1[CH2:12][CH3:13])[NH:8][C:7](=[O:14])[C:6](=[O:15])[NH:5]2.[Cl:1][C:2]1[CH:3]=[C:4]2[C:9]([NH:8][C:7](=[O:14])[C:6](=[O:15])[NH:5]2)=[C:10]([N+:16]([O-:19])=[O:17])[C:11]=1[CH2:12][CH3:13]. Procedure details: 1,4-Dihydro-6-chloro-7-ethylquinoxalin-2,3-dione (2.34 g, 10.4 mmol) was added in small portions over 10 minutes to vigorously stirred concentrated nitric acid (20 ml) at room temperature. The mixture was then heated at 40° C. for 12h, cooled, and poured into ice water. The yellow solid which formed was filtered off, washed with water, and dried to give 1,4-dihydro-6-chloro-7-ethyl-5-nitroquinoxalin-2,3-dione and 1,4-dihydro-7-chloro-6-ethyl-5-nitroquinoxalin-2,3-dione (2.55 g, 91%), as a mixtur... The reactants are C[Si](ON)(C)C (O-(trimethylsilyl)hydroxylamine), C1(=CC=CC=C1)S(=O)(=O)CCC(C(=O)O)C(CCCCC1=CC=CC=C1)SC1=CC(=C(C=C1)OC)OC ((-)-2-(2-benzenesulfonylethyl)-3-(3,4-dimethoxyphenylsulfanyl)-7-phenylheptanoic acid), CN(C)C=O (DMF), C(C(=O)Cl)(=O)Cl (oxalyl chloride), crude product. The solvent is C(Cl)Cl (CH2Cl2). Reaction conditions: time 30 minute. The product is ONC(C(C(CCCCC1=CC=CC=C1)SC1=CC(=C(C=C1)OC)OC)CCS(=O)(=O)C1=CC=CC=C1)=O ((-)-N-hydroxy-2-(2-benzenesulfonylethyl)-3-(3,4-dimethoxyphenylsulfanyl)-7-phenylheptanamide). Yield: 189.5%. Reaction SMILES: [C:1]1([S:7]([CH2:10][CH2:11][CH:12]([CH:16]([S:27][C:28]2[CH:33]=[CH:32][C:31]([O:34][CH3:35])=[C:30]([O:36][CH3:37])[CH:29]=2)[CH2:17][CH2:18][CH2:19][CH2:20][C:21]2[CH:26]=[CH:25][CH:24]=[CH:23][CH:22]=2)[C:13](O)=[O:14])(=[O:9])=[O:8])[CH:6]=[CH:5][CH:4]=[CH:3][CH:2]=1.CN(C=O)C.C(Cl)(=O)C(Cl)=O.C[Si](C)(C)[O:51][NH2:52]>C(Cl)Cl>[OH:51][NH:52][C:13](=[O:14])[CH:12]([CH2:11][CH2:10][S:7]([C:1]1[CH:6]=[CH:5][CH:4]=[CH:3][CH:2]=1)(=[O:9])=[O:8])[CH:16]([S:27][C:28]1[CH:33]=[CH:32][C:31]([O:34][CH3:35])=[C:30]([O:36][CH3:37])[CH:29]=1)[CH2:17][CH2:18][CH2:19][CH2:20][C:21]1[CH:26]=[CH:25][CH:24]=[CH:23][CH:22]=1. Procedure: To a solution containing (-)-2-(2-benzenesulfonylethyl)-3-(3,4-dimethoxyphenylsulfanyl)-7-phenylheptanoic acid (285 mg, 0.53 mmol) in anhydrous CH2Cl2 (10 mL) under nitrogen atmosphere is added anhydrous DMF (41 μL, 0.53 mmol) followed by oxalyl chloride (2 M in CH2Cl2, 0.66 mL, 1.31 mmol). The yellow solution is stirred for 30 minutes then O-(trimethylsilyl)hydroxylamine (0.32 mL, 2.65 mmol) is added dropwise. The resulting white precipitate is stirred for 10 minutes then partitioned between 1 ... Reaction SMILES: [CH2:1]([Li:2])[CH2:3][CH2:4][CH3:5].[CH2:25]1[O:26][CH2:27][CH2:28][CH2:29]1.[CH3:20][N:21]([CH:22]=[O:23])[CH3:24].[CH:6]([NH:7][CH:8]([CH3:9])[CH3:10])([CH3:11])[CH3:12].[F:13][c:14]1[n:15][cH:16][cH:17][cH:18][cH:19]1>>[F:13][c:14]1[n:15][cH:16][cH:17][cH:18][c:19]1[CH:22]=[O:23]. Yields the product O=Cc1cccnc1F. The reactants are [Li]CCCC, C1CCOC1, CN(C)C=O, CC(C)NC(C)C, Fc1ccccn1.